This data is from the Open Reaction Database (ORD), a public repository of structured organic reaction records. The task is: describe an organic reaction: reactants, conditions, products, and yield Reactants: N[C@H](CSCC)CC(C)C ((S)-2-amino-1-ethylthio-4-methyl pentane), C(C)CC(=O)O.C(=O)(OC(C)(C)C)N([C@@H](CC1=CNC=N1)C(=O)O)C(=O)OC(C)(C)C (bis BOC-(S)-histidine ethyl acetate), CN1CCOCC1 (methyl-morpholine), ClC(=O)OCC(C)C (isobutyl chloroformate). Conditions: time 15 minute. Procedure: A mixture of NαNim -bis BOC-(S)-histidine ethyl acetate solvate (0.96 g, 2.50 mmol), 4 methyl-morpholine (0.28 mL, 2.50 mmol) and isobutyl chloroformate (0.33 mL, 2.50 mmol) in ethyl acetate (35 mL) is stirred in an ice bath under N2 for 15 minutes. A solution of (S)-2-amino-1-ethylthio-4-methyl pentane (0.40 g, 2.50 mmol) in ethyl acetate (2 mL) is then added and the reaction stirred at room temperature for 18 hours. After washing with 10% citric acid, brine, saturated NaHCO3 solution and brine... RXN SMILES: C(CC(O)=O)C.[C:7]([N:14](C(OC(C)(C)C)=O)[C@H:15]([C:22]([OH:24])=O)[CH2:16][C:17]1[N:21]=[CH:20][NH:19][CH:18]=1)([O:9][C:10]([CH3:13])([CH3:12])[CH3:11])=[O:8].C[N:33]1CCOCC1.ClC(OCC(C)C)=O.N[C@@H](CC(C)C)CSCC>C(OCC)(=O)C>[C:7]([NH:14][C@H:15]([C:22]([NH2:33])=[O:24])[CH2:16][C:17]1[N:21]=[CH:20][NH:19][CH:18]=1)([O:9][C:10]([CH3:11])([CH3:12])[CH3:13])=[O:8] |f:0.1|. Run in C(C)(=O)OCC (ethyl acetate), C(C)(=O)OCC (ethyl acetate). Product: C(=O)(OC(C)(C)C)N[C@@H](CC1=CNC=N1)C(=O)N (BOC-(S)-histidineamide). Reactants: C=O, Cc1c[nH]cn1, NCCS, O=S(=O)(O)O. Product: Cc1nc[nH]c1CSCCN. RXN SMILES: [CH2:1]=[O:2].[CH3:3][c:4]1[n:5][cH:6][nH:7][cH:8]1.[NH2:14][CH2:15][CH2:16][SH:17].[S:9](=[O:10])(=[O:11])([OH:12])[OH:13]>>[CH2:1]([c:8]1[c:4]([CH3:3])[n:5][cH:6][nH:7]1)[S:17][CH2:16][CH2:15][NH2:14].